From a dataset of the Open Reaction Database (ORD), a public repository of structured organic reaction records. describe an organic reaction: reactants, conditions, products, and yield The reactants are BrC=1C=C(C=C(C1)Cl)CC(C)=O ((3-bromo-5-chlorophenyl)acetone), ClC1=CC=C(CCl)C=C1 (4-chlorobenzyl chloride), C([O-])([O-])=O.[Cs+].[Cs+] (cesium carbonate). Solvent: C(C)#N (acetonitrile). Product: BrC=1C=C(C=C(C1)Cl)C(C(C)=O)CC1=CC=C(C=C1)Cl (3-(3-Bromo-5-chlorophenyl)-4-(4-chlorophenyl)-2-butanone). Reaction SMILES: [Br:1][C:2]1[CH:3]=[C:4]([CH2:9][C:10](=[O:12])[CH3:11])[CH:5]=[C:6]([Cl:8])[CH:7]=1.[Cl:13][C:14]1[CH:21]=[CH:20][C:17]([CH2:18]Cl)=[CH:16][CH:15]=1.C(=O)([O-])[O-].[Cs+].[Cs+]>C(#N)C>[Br:1][C:2]1[CH:3]=[C:4]([CH:9]([CH2:18][C:17]2[CH:20]=[CH:21][C:14]([Cl:13])=[CH:15][CH:16]=2)[C:10](=[O:12])[CH3:11])[CH:5]=[C:6]([Cl:8])[CH:7]=1 |f:2.3.4|. Procedure: To a vigorously stirred solution of (3-bromo-5-chlorophenyl)acetone (4.0 g, 17 mmol) and 4-chlorobenzyl chloride (2.2 g, 14 mmol) in 60 mL of acetonitrile at 0° C. was added cesium carbonate (11 g, 35 mmol), and the reaction was allowed to warm to room temperate overnight. The reaction mixture was partitioned between ethyl acetate (200 mL) and saturated aqueous ammonium chloride (200 mL). The organic layer was separated, dried over anhydrous sodium sulfate, filtered, and concentrated to dryness ... The reactants are ClC1=C(C(=O)O)C(=CC=C1)F (2-chloro-6-fluorobenzoic acid), CC1=NC=C(C=N1)C1(CCOCC1)CN ((4-(2-methylpyrimidin-5-yl)tetrahydro-2H-pyran-4-yl)methanamine). The product is ClC1=C(C(=O)NCC2(CCOCC2)C=2C=NC(=NC2)C)C(=CC=C1)F (2-chloro-6-fluoro-N-((4-(2-methylpyrimidin-5-yl)tetrahydro-2H-pyran-4-yl)methyl)benzamide). As a reaction SMILES: [Cl:1][C:2]1[CH:10]=[CH:9][CH:8]=[C:7]([F:11])[C:3]=1[C:4]([OH:6])=O.[CH3:12][C:13]1[N:18]=[CH:17][C:16]([C:19]2([CH2:25][NH2:26])[CH2:24][CH2:23][O:22][CH2:21][CH2:20]2)=[CH:15][N:14]=1>>[Cl:1][C:2]1[CH:10]=[CH:9][CH:8]=[C:7]([F:11])[C:3]=1[C:4]([NH:26][CH2:25][C:19]1([C:16]2[CH:17]=[N:18][C:13]([CH3:12])=[N:14][CH:15]=2)[CH2:24][CH2:23][O:22][CH2:21][CH2:20]1)=[O:6]. Reported procedure: From 2-chloro-6-fluorobenzoic acid and (4-(2-methylpyrimidin-5-yl)tetrahydro-2H-pyran-4-yl)methanamine. LCMS (MH+): m/z=364.1, tR (minutes, Method F)=1.57 RXN SMILES: Br[C:2]1[CH:10]=[C:9]2[C:5]([CH2:6][N:7]([C:12]3[CH:17]=[CH:16][C:15]([CH:18]([CH3:26])[C:19]([O:21][C:22]([CH3:25])([CH3:24])[CH3:23])=[O:20])=[CH:14][CH:13]=3)[C:8]2=[O:11])=[CH:4][CH:3]=1.[CH:27](/B(O)O)=[CH:28]/[CH3:29].C(=O)([O-])[O-].[Cs+].[Cs+].COCCOC.O>C(OCC)(=O)C.C1C=CC([P]([Pd]([P](C2C=CC=CC=2)(C2C=CC=CC=2)C2C=CC=CC=2)([P](C2C=CC=CC=2)(C2C=CC=CC=2)C2C=CC=CC=2)[P](C2C=CC=CC=2)(C2C=CC=CC=2)C2C=CC=CC=2)(C2C=CC=CC=2)C2C=CC=CC=2)=CC=1>[O:11]=[C:8]1[C:9]2[C:5](=[CH:4][CH:3]=[C:2]([CH:27]=[CH:28][CH3:29])[CH:10]=2)[CH2:6][N:7]1[C:12]1[CH:13]=[CH:14][C:15]([CH:18]([CH3:26])[C:19]([O:21][C:22]([CH3:23])([CH3:25])[CH3:24])=[O:20])=[CH:16][CH:17]=1 |f:2.3.4,5.6,^1:55,57,76,95|. Procedure: A mixture of tert-butyl 2-(4-(6-bromo-1-oxoisoindolin-2-yl)phenyl)propanoate (0.200 g, 0.48 mmol), cis-1-propene-1-boronic acid (0.413 g, 4.8 mmol), tetrakis(triphenylphosphine)palladium(0) (0.554 g, 0.48 mmol), and cesium carbonate (0.470 g, 1.44 mmol) in 5:2 DME/water (7 mL) was heated in a microwave reactor for 20 min at 120° C. The mixture was cooled to room temperature, then diluted with ethyl acetate (8 mL). The reaction mixture was concentrated and purified by flash chromatography (silica... Yield: 79.5%. Reaction conditions: temperature 120 celsius. Yields the product O=C1N(CC2=CC=C(C=C12)C=CC)C1=CC=C(C=C1)C(C(=O)OC(C)(C)C)C (tert-butyl 2-(4-(1-oxo-6-(prop-1-enyl)isoindolin-2-yl)phenyl)propanoate). The solvent is C(C)(=O)OCC (ethyl acetate). The reactants are BrC1=CC=C2CN(C(C2=C1)=O)C1=CC=C(C=C1)C(C(=O)OC(C)(C)C)C (tert-butyl 2-(4-(6-bromo-1-oxoisoindolin-2-yl)phenyl)propanoate), C(=C/C)/B(O)O (cis-1-propene-1-boronic acid), C([O-])([O-])=O.[Cs+].[Cs+] (cesium carbonate), COCCOC.O (DME water). The reagents and catalysts are C=1C=CC(=CC1)[P](C=2C=CC=CC2)(C=3C=CC=CC3)[Pd]([P](C=4C=CC=CC4)(C=5C=CC=CC5)C=6C=CC=CC6)([P](C=7C=CC=CC7)(C=8C=CC=CC8)C=9C=CC=CC9)[P](C=1C=CC=CC1)(C=1C=CC=CC1)C=1C=CC=CC1 (tetrakis(triphenylphosphine)palladium(0)).